From a dataset of the Open Reaction Database (ORD), a public repository of structured organic reaction records. describe an organic reaction: reactants, conditions, products, and yield The reactants are C(#N)[S-].[K+] (KSCN), CC1=CC=C(C=C1)S(=O)(=O)OCC1(COC1)C ((3-methyloxetan-3-yl)methyl 4-methylbenzenesulfonate), C(C)(=O)OCC (ethyl acetate). Solvent: CCCCCC (hexane), C(C)O (ethanol). Reaction conditions: temperature 85 celsius. The product is CC1(COC1)CSC#N (3-methyl-3-(thiocyanatomethyl)oxetane). The yield is 304.4%. Reaction SMILES: [C:1]([S-:3])#[N:2].[K+].CC1C=CC(S(O[CH2:16][C:17]2([CH3:21])[CH2:20][O:19][CH2:18]2)(=O)=O)=CC=1.C(OCC)(=O)C>C(O)C.CCCCCC>[CH3:16][C:17]1([CH2:21][S:3][C:1]#[N:2])[CH2:20][O:19][CH2:18]1 |f:0.1|. Procedure: KSCN (0.75 g, 7.81 mmol) was added to a solution of (3-methyloxetan-3-yl)methyl 4-methylbenzenesulfonate (1 g, 3.90 mmol) in ethanol (25 mL) and the resulting reaction mass was heated at 85° C. overnight. The reaction was monitored by TLC (30% ethyl acetate in hexane). The reaction mass was concentrated under reduced pressure to afford 1.7 g of the crude product which was used for the next step without further purification. The reactants are Cl.CN(C1=C(CCl)C=CC=C1)C (2-dimethylaminobenzylchloride hydrochloride), C(C)(=O)N1C(=S)NC(=O)C1(C)CC (1-N-acetyl-5-ethyl-5-methyl-2-thiohydantoin). The product is C(C)(=O)N1C(=NC(C1(C)CC)=O)SCC1=C(C=CC=C1)N(C)C (1-N-acetyl -2-(2-dimethylaminobenzylthio)-5-ethyl-5-methyl-2-imidazolin-4-one). Reaction SMILES: Cl.[CH3:2][N:3]([CH3:12])[C:4]1[CH:11]=[CH:10][CH:9]=[CH:8][C:5]=1[CH2:6]Cl.[C:13]([N:16]1[C:22]([CH2:24][CH3:25])([CH3:23])[C:20](=[O:21])[NH:19][C:17]1=[S:18])(=[O:15])[CH3:14]>>[C:13]([N:16]1[C:22]([CH2:24][CH3:25])([CH3:23])[C:20](=[O:21])[N:19]=[C:17]1[S:18][CH2:6][C:5]1[CH:8]=[CH:9][CH:10]=[CH:11][C:4]=1[N:3]([CH3:12])[CH3:2])(=[O:15])[CH3:14] |f:0.1|. Procedure: In the present Example, 2.27 g of 2-dimethylaminobenzylchloride hydrochloride and 2.0 g of 1-N-acetyl-5-ethyl-5-methyl-2-thiohydantoin were reacted following the procedure of Example 33. The desired compound was obtained in the form of needle-like crystal. The yield of this compound was 1.37 g with a yield ratio of 41.1%, and the melting point was 83°-85° C. The reactants are ClC1=NC(=C(C(=N1)N1CC2(CC2C1)N(C)C)F)NN (racemic 3-(2-chloro-5-fluoro-6-hydrazino-4-pyrimidinyl)-N,N-dimethyl-3-azabicyclo[3.1.0]hexan-1-amine), C1(CCCC1)C[C@@H](C(=O)O)CN(OCC1=CC=CC=C1)C=O ((2R)-3-cyclopentyl-2-({formyl[(phenylmethyl)oxy]amino}methyl)propanoic acid), CN1CCOCC1 (N-methylmorpholine), ON1N=NC2=C1N=CC=C2 (1-hydroxy-7-azabenzotriazole), C(CCl)Cl (EDC). The solvent is CCOCC (Et2O), CN(C)C=O (DMF). Reaction conditions: time 8 hour. Yields the product ClC1=NC(=C(C(=N1)NNC([C@@H](CN(C=O)OCC1=CC=CC=C1)CC1CCCC1)=O)F)N1CC2(CC2C1)N(C)C ([(2R)-3-(2-{2-chloro-6-[1-(dimethylamino)-3-azabicyclo[3.1.0]hex-3-yl]-5-fluoro-4-pyrimidinyl}hydrazino)-2-(cyclopentylmethyl)-3-oxopropyl][(phenylmethyl)oxy]formamide). Yield: 104.9%. RXN SMILES: [Cl:1][C:2]1[N:7]=[C:6]([N:8]2[CH2:13][CH:12]3[C:10]([N:14]([CH3:16])[CH3:15])([CH2:11]3)[CH2:9]2)[C:5]([F:17])=[C:4]([NH:18][NH2:19])[N:3]=1.[CH:20]1([CH2:25][C@H:26]([CH2:30][N:31]([CH:40]=[O:41])[O:32][CH2:33][C:34]2[CH:39]=[CH:38][CH:37]=[CH:36][CH:35]=2)[C:27](O)=[O:28])[CH2:24][CH2:23][CH2:22][CH2:21]1.CN1CCOCC1.ON1C2N=CC=CC=2N=N1.C(Cl)CCl>CN(C=O)C.CCOCC>[Cl:1][C:2]1[N:3]=[C:4]([NH:18][NH:19][C:27](=[O:28])[C@H:26]([CH2:25][CH:20]2[CH2:21][CH2:22][CH2:23][CH2:24]2)[CH2:30][N:31]([O:32][CH2:33][C:34]2[CH:35]=[CH:36][CH:37]=[CH:38][CH:39]=2)[CH:40]=[O:41])[C:5]([F:17])=[C:6]([N:8]2[CH2:13][CH:12]3[C:10]([N:14]([CH3:16])[CH3:15])([CH2:11]3)[CH2:9]2)[N:7]=1. Procedure details: To a solution of racemic 3-(2-chloro-5-fluoro-6-hydrazino-4-pyrimidinyl)-N,N-dimethyl-3-azabicyclo[3.1.0]hexan-1-amine (0.3374 g, 1.177 mmol) in DMF (10 mL) was added (2R)-3-cyclopentyl-2-({formyl[(phenylmethyl)oxy]amino}methyl)propanoic acid (0.3257 g, 1.067 mmol), N-methylmorpholine (0.590 mL, 5.366 mmol), 1-hydroxy-7-azabenzotriazole (0.174 g, 1.278 mmol), and EDC (0.245 g, 1.278 mmol). The mixture was stirred overnight, and then diluted with Et2O (100 mL). The mixture was washed with water (... The reactants are C32H31FN5O3, BrC1=C(C=C(C=C1)F)C1=C(C(=NC=2N(C(N(C(C21)=O)C)=O)C)Cl)C#N (5-(2-bromo-5-fluorophenyl)-7-chloro-1,3-dimethyl-2,4-dioxo-1,2,3,4-tetrahydropyrido[2,3-d]pyrimidine-6-carbonitrile), C1(=CC=CC=C1)C(CC1=CC=CC=C1)N (1,2-diphenylethanamine), NCC1=C(C2=C(N(C(N(C2=O)C)=O)C)N=C1N1CCOCC1)C1=C(C=CC(=C1)F)Br (6-(aminomethyl)-5-(2-bromo-5-fluorophenyl)-1,3-dimethyl-7-morpholinopyrido[2,3-d]pyrimidine-2,4(1H,3H)-dione). The product is NCC1=C(C2=C(N(C(N(C2=O)C)=O)C)N=C1NC(CC1=CC=CC=C1)C1=CC=CC=C1)C1=C(C=CC(=C1)F)OC (6-(aminomethyl)-7-(1,2-diphenylethylamino)-5-(5-fluoro-2-methoxyphenyl)-1,3-dimethylpyrido[2,3-d]pyrimidine-2,4(1H,3H)-dione). RXN SMILES: Br[C:2]1[CH:7]=[CH:6][C:5]([F:8])=[CH:4][C:3]=1[C:9]1[C:18]2[C:17](=[O:19])[N:16]([CH3:20])[C:15](=[O:21])[N:14]([CH3:22])[C:13]=2[N:12]=[C:11](Cl)[C:10]=1[C:24]#[N:25].[C:26]1([CH:32]([NH2:40])[CH2:33][C:34]2[CH:39]=[CH:38][CH:37]=[CH:36][CH:35]=2)[CH:31]=[CH:30][CH:29]=[CH:28][CH:27]=1.NCC1C(N2CCOCC2)=NC2N(C)C(=O)N(C)[C:50](=[O:51])C=2C=1C1C=C(F)C=CC=1Br>>[NH2:25][CH2:24][C:10]1[C:11]([NH:40][CH:32]([C:26]2[CH:31]=[CH:30][CH:29]=[CH:28][CH:27]=2)[CH2:33][C:34]2[CH:35]=[CH:36][CH:37]=[CH:38][CH:39]=2)=[N:12][C:13]2[N:14]([CH3:22])[C:15](=[O:21])[N:16]([CH3:20])[C:17](=[O:19])[C:18]=2[C:9]=1[C:3]1[CH:4]=[C:5]([F:8])[CH:6]=[CH:7][C:2]=1[O:51][CH3:50]. Procedure details: The title compound was prepared from Compound 47a (Example 42) and 1,2-diphenylethanamine, according to procedure described in the synthesis of Compound 47. MS [m+H] calc'd C32H31FN5O3 540; found 540. Starting materials: NC(=O)NCCCCCCCCCCC(=O)O, O, OO, O=S(=O)(O)O. Yields the product NC(=O)NCCCCCCCCCCC(=O)OO. Reaction SMILES: [C:1]([NH2:2])(=[O:3])[NH:4][CH2:5][CH2:6][CH2:7][CH2:8][CH2:9][CH2:10][CH2:11][CH2:12][CH2:13][CH2:14][C:15](=[O:16])[OH:17].[OH2:20].[OH:18][OH:19].[S:21](=[O:22])(=[O:23])([OH:24])[OH:25]>>[C:1]([NH2:2])(=[O:3])[NH:4][CH2:5][CH2:6][CH2:7][CH2:8][CH2:9][CH2:10][CH2:11][CH2:12][CH2:13][CH2:14][C:15](=[O:16])[O:17][OH:18]. Reactants: [N+](=O)([O-])C1=CC=C(OC(C(=O)NNC=2SCC(=NN2)C)CCCCCCCCCCCC)C=C1 (2-(2-[4-nitrophenoxy] tetradecanoyl)-1-(5-methyl 6H-1, 3,4 thiadiazin-2-yl)hydrazine), C(C)(=O)O (acetic acid), [N+](=O)([O-])C1=CC=C(OC(C(=O)NNC=2SCC(=NN2)C)CCCCCCCCCCCC)C=C1 (2-(2-[4-nitrophenoxy] tetradecanoyl)-1-(5-methyl 6H-1, 3,4 thiadiazin-2-yl)hydrazine). Solvent: O (water). Conditions: temperature 80 celsius, time 15 minute. Yields the product CC1=NN2C(SC1)=NN=C2C(CCCCCCCCCCCC)OC2=CC=C(C=C2)[N+](=O)[O-] (6-methyl-3-(1-[4-nitrophenoxy]tridecyl)- 7H-1,2,4-triazolo-(3,4-b)-1,3,4-thiadiazine). Isolated yield 84.0%. RXN SMILES: [N+:1]([C:4]1[CH:34]=[CH:33][C:7]([O:8][CH:9]([CH2:21][CH2:22][CH2:23][CH2:24][CH2:25][CH2:26][CH2:27][CH2:28][CH2:29][CH2:30][CH2:31][CH3:32])[C:10]([NH:12][NH:13][C:14]2[S:15][CH2:16][C:17]([CH3:20])=[N:18][N:19]=2)=O)=[CH:6][CH:5]=1)([O-:3])=[O:2].C(O)(=O)C>O>[CH3:20][C:17]1[CH2:16][S:15][C:14]2=[N:13][N:12]=[C:10]([CH:9]([O:8][C:7]3[CH:33]=[CH:34][C:4]([N+:1]([O-:3])=[O:2])=[CH:5][CH:6]=3)[CH2:21][CH2:22][CH2:23][CH2:24][CH2:25][CH2:26][CH2:27][CH2:28][CH2:29][CH2:30][CH2:31][CH3:32])[N:19]2[N:18]=1. Procedure: To a solution of 46.8 g (0.122 m) of 2-(4-nitrophenoxy)tetradecanoyl chloride (3b) in 225 ml of ethyl acetate is added 16.6 g (0.244 m) of imidazole. The mixture is stirred at room temperature for 30 min and filtered to remove the precipitated imidazole hydrochloride. The filtrate containing 1-(2-[4-nitrophenoxy]tetradecanoyl)-1H -imidazole (5iib) is added to a mixture of 22.0 g (0.122 m) of (5-methyl-6H-1,3,4-thiadiazin-2-yl)-hydrazine hydrochloride (2b) and 12.3 g (0.122 m) of triethylamine in... Reactants: BrC=1C=CC(=NC1Cl)C(=O)O (5-bromo-6-chloropicolinic acid), CC1(COC1)CO ((3-methyloxetan-3-yl)-methanol), [H-].[Na+] (NaH), aq. solution, Cl (HCl). The solvent is CN(C)C=O (DMF), C(C)(=O)OCC (ethyl acetate). Conditions: time 20 minute. The product is BrC=1C=CC(=NC1OCC1(COC1)C)C(=O)O (5-Bromo-6-(3-methyl-oxetan-3-ylmethoxy)-pyridine-2-carboxylic acid). Isolated yield 27.1%. As a reaction SMILES: [Br:1][C:2]1[CH:3]=[CH:4][C:5]([C:9]([OH:11])=[O:10])=[N:6][C:7]=1Cl.[CH3:12][C:13]1([CH2:17][OH:18])[CH2:16][O:15][CH2:14]1.[H-].[Na+].Cl>CN(C=O)C.C(OCC)(=O)C>[Br:1][C:2]1[CH:3]=[CH:4][C:5]([C:9]([OH:11])=[O:10])=[N:6][C:7]=1[O:18][CH2:17][C:13]1([CH3:12])[CH2:16][O:15][CH2:14]1 |f:2.3|. Procedure details: To a solution of 5-bromo-6-chloropicolinic acid (Example 280a) (0.75 g, 3.17 mmol) in dry DMF (18 ml) under argon was added (3-methyloxetan-3-yl)-methanol (389 mg, 3.81 mmol) and NaH (279 mg, 6.98 mmol) was added by portions. The reaction mixture was stirred at room temperature for 20 min until gas release ceased. The reaction mixture was then stirred at 110° C. for 16 h. The reaction mixture was diluted with ethyl acetate, and the solution was poured into a separatory funnel with 10 ml aq. solu... The reactants are COC(=O)c1cc(Cl)cc2ccoc12, CO, [K+], [OH-]. Yields the product O=C(O)c1cc(Cl)cc2ccoc12. Reaction SMILES: [C:1](=[O:2])([O:3][CH3:4])[c:5]1[cH:6][c:7]([Cl:14])[cH:8][c:9]2[c:10]1[o:11][cH:12][cH:13]2.[CH3:17][OH:18].[K+:16].[OH-:15]>>[C:1](=[O:2])([OH:3])[c:5]1[cH:6][c:7]([Cl:14])[cH:8][c:9]2[c:10]1[o:11][cH:12][cH:13]2. The reactants are C(C)(C)(C)C1=C(C=CC=C1)N=C(C)C1=NC(=CC=C1)C(C)=O (2-[1-(2-t-butylphenylimino)ethyl]-6-acetylpyridine), C(CCCCCCCCCCCCCCCCCCC)OC1=C(C=C(N)C=C1C1=CC=CC=C1)C1=CC=CC=C1 (4-eicosanoxy-3,5-diphenylaniline). The solvent is C1(=CC=CC=C1)C (toluene). Reaction conditions: time 1 day. Product: C(C)(C)(C)C1=C(C=CC=C1)N=C(C)C1=NC(=CC=C1)C(C)=NC1=CC(=C(C(=C1)C1=CC=CC=C1)OCCCCCCCCCCCCCCCCCCCC)C1=CC=CC=C1 (2-[1-(2-t-butylphenylimino)ethyl]-6-[1-(4-eicosanoxy-3,5-diphenylphenylimino)ethyl]pyridine), solid. Isolated yield 44.2%. RXN SMILES: [C:1]([C:5]1[CH:10]=[CH:9][CH:8]=[CH:7][C:6]=1[N:11]=[C:12]([C:14]1[CH:19]=[CH:18][CH:17]=[C:16]([C:20](=O)[CH3:21])[N:15]=1)[CH3:13])([CH3:4])([CH3:3])[CH3:2].[CH2:23]([O:43][C:44]1[C:50]([C:51]2[CH:56]=[CH:55][CH:54]=[CH:53][CH:52]=2)=[CH:49][C:47]([NH2:48])=[CH:46][C:45]=1[C:57]1[CH:62]=[CH:61][CH:60]=[CH:59][CH:58]=1)[CH2:24][CH2:25][CH2:26][CH2:27][CH2:28][CH2:29][CH2:30][CH2:31][CH2:32][CH2:33][CH2:34][CH2:35][CH2:36][CH2:37][CH2:38][CH2:39][CH2:40][CH2:41][CH3:42]>C1(C)C=CC=CC=1>[C:1]([C:5]1[CH:10]=[CH:9][CH:8]=[CH:7][C:6]=1[N:11]=[C:12]([C:14]1[CH:19]=[CH:18][CH:17]=[C:16]([C:20](=[N:48][C:47]2[CH:46]=[C:45]([C:57]3[CH:58]=[CH:59][CH:60]=[CH:61][CH:62]=3)[C:44]([O:43][CH2:23][CH2:24][CH2:25][CH2:26][CH2:27][CH2:28][CH2:29][CH2:30][CH2:31][CH2:32][CH2:33][CH2:34][CH2:35][CH2:36][CH2:37][CH2:38][CH2:39][CH2:40][CH2:41][CH3:42])=[C:50]([C:51]3[CH:56]=[CH:55][CH:54]=[CH:53][CH:52]=3)[CH:49]=2)[CH3:21])[N:15]=1)[CH3:13])([CH3:4])([CH3:2])[CH3:3]. Procedure: 2-[1-(2-t-butylphenylimino)ethyl]-6-acetylpyridine (487 mg, 1.65 mmol), prepared according to the method described in US 2005/0059786, and 4-eicosanoxy-3,5-diphenylaniline (900 mg, 1.65 mmol) were dissolved in 50 ml of toluene. To this solution, 4 Å molecular sieves were added. After standing for 1 day the mixture was filtered. The solvent was removed in vacuo. The residue was crystallised from ethanol. The product A was isolated as an yellow solid (600 mg, 0.73 mmol, 44%).